Dataset: the Open Reaction Database (ORD), a public repository of structured organic reaction records. Task: describe an organic reaction: reactants, conditions, products, and yield Starting materials: Cc1cnc(N)n1-c1ccc(B2OC(C)(C)C(C)(C)O2)cc1, CC(=O)[O-], CC#N, CC1COCCN1c1nc(Cl)nc2c1CCN(C(=O)OC(C)(C)C)C2, [K+], O, c1ccc(P(c2ccccc2)(c2ccccc2)[Pd](P(c2ccccc2)(c2ccccc2)c2ccccc2)(P(c2ccccc2)(c2ccccc2)c2ccccc2)P(c2ccccc2)(c2ccccc2)c2ccccc2)cc1. Product: Cc1cnc(N)n1-c1ccc(-c2nc3c(c(N4CCOCC4C)n2)CCN(C(=O)OC(C)(C)C)C3)cc1. As a reaction SMILES: [CH3:1][c:2]1[cH:3][n:4][c:5]([NH2:22])[n:6]1-[c:7]1[cH:8][cH:9][c:10]([B:13]2[O:14][C:15]([CH3:16])([CH3:17])[C:18]([CH3:19])([CH3:20])[O:21]2)[cH:11][cH:12]1.[CH3:24][C:25](=[O:26])[O-:27].[CH3:53][C:54]#[N:55].[Cl:28][c:29]1[n:30][c:31]([N:46]2[CH:47]([CH3:52])[CH2:48][O:49][CH2:50][CH2:51]2)[c:32]2[c:33]([n:34]1)[CH2:35][N:36]([C:39](=[O:40])[O:41][C:42]([CH3:43])([CH3:44])[CH3:45])[CH2:37][CH2:38]2.[K+:23].[OH2:56].[cH:57]1[cH:58][cH:59][c:60]([P:61]([Pd:62]([P:63]([c:64]2[cH:65][cH:66][cH:67][cH:68][cH:69]2)([c:70]2[cH:71][cH:72][cH:73][cH:74][cH:75]2)[c:76]2[cH:77][cH:78][cH:79][cH:80][cH:81]2)([P:82]([c:83]2[cH:84][cH:85][cH:86][cH:87][cH:88]2)([c:89]2[cH:90][cH:91][cH:92][cH:93][cH:94]2)[c:95]2[cH:96][cH:97][cH:98][cH:99][cH:100]2)[P:101]([c:102]2[cH:103][cH:104][cH:105][cH:106][cH:107]2)([c:108]2[cH:109][cH:110][cH:111][cH:112][cH:113]2)[c:114]2[cH:115][cH:116][cH:117][cH:118][cH:119]2)([c:120]2[cH:121][cH:122][cH:123][cH:124][cH:125]2)[c:126]2[cH:127][cH:128][cH:129][cH:130][cH:131]2)[cH:132][cH:133]1>>[CH3:1][c:2]1[cH:3][n:4][c:5]([NH2:22])[n:6]1-[c:7]1[cH:8][cH:9][c:10](-[c:29]2[n:30][c:31]([N:46]3[CH:47]([CH3:52])[CH2:48][O:49][CH2:50][CH2:51]3)[c:32]3[c:33]([n:34]2)[CH2:35][N:36]([C:39](=[O:40])[O:41][C:42]([CH3:43])([CH3:44])[CH3:45])[CH2:37][CH2:38]3)[cH:11][cH:12]1. Reactants: CS(=O)C (dimethylsulfoxide), C(C(=O)Cl)(=O)Cl (oxalyl chloride), C(C)(C)(C)OC(=O)N[C@H](CO)CC(CCO[Si](C(C)C)(C(C)C)C(C)C)(C)C (2(S)-tert-butoxycarbonylamino-6-triisopropylsilyloxy-4,4-dimethyl-hexan-1-ol), ( II ), S(=O)(=O)(O)[O-].[K+] (potassium hydrogen sulfate), ( A ), ( D ). Run in C(Cl)Cl (methylene chloride), C(Cl)Cl (methylene chloride), C(C)N(CC)CC (triethylamine), C(Cl)Cl (methylene chloride). Reported procedure: 14.7 ml of dimethylsulfoxide in 200 ml of methylene chloride are added dropwise to a solution of 13.4 ml of oxalyl chloride in 200 ml of methylene chloride at -60° C. After 15 min, a solution of 43.2 g of 2(S)-tert-butoxycarbonylamino-6-triisopropylsilyloxy-4,4-dimethyl-hexan-1-ol in 320 ml of methylene chloride is added dropwise at -60° C. in the course of 40 min, while stirring vigorously. 58 ml of triethylamine are then added and the reaction mixture is stirred at -60° C. for 90 min. It is al... Conditions: temperature -10 celsius, time 15 minute. Reaction SMILES: CS(C)=O.C(Cl)(=O)C(Cl)=O.[C:11]([O:15][C:16]([NH:18][C@@H:19]([CH2:22][C:23]([CH3:38])([CH3:37])[CH2:24][CH2:25][O:26][Si:27]([CH:34]([CH3:36])[CH3:35])([CH:31]([CH3:33])[CH3:32])[CH:28]([CH3:30])[CH3:29])[CH2:20][OH:21])=[O:17])([CH3:14])([CH3:13])[CH3:12].S([O-])(O)(=O)=O.[K+]>C(Cl)Cl.C(N(CC)CC)C>[C:11]([O:15][C:16]([NH:18][C@@H:19]([CH2:22][C:23]([CH3:37])([CH3:38])[CH2:24][CH2:25][O:26][Si:27]([CH:28]([CH3:30])[CH3:29])([CH:31]([CH3:32])[CH3:33])[CH:34]([CH3:35])[CH3:36])[CH:20]=[O:21])=[O:17])([CH3:14])([CH3:13])[CH3:12] |f:3.4|. The product is C(C)(C)(C)OC(=O)N[C@H](C=O)CC(CCO[Si](C(C)C)(C(C)C)C(C)C)(C)C (2(S)-Tert-butoxycarbonylamino-6-triisopropylsilyloxy-4,4-dimethyl-hexanal). The reactants are CC1=CC=C2C=CC(=NC2=N1)N1C(C2=NC=CC=C2C1=O)O (6-(7-methyl-1,8-naphthyridin-2-yl)-7-hydroxy-5-oxo-pyrrolo[3,4-b]pyridine), [H-].[Na+] (sodium hydride), ClN1C(CN(CC1)C)=C=O (1chloro-carbonyl-4-methylpiperazine), O1CCCC1 (tetrahydrofuran), ice water, O1CCCC1 (tetrahydrofuran). Product: CC1=CC=C2C=CC(=NC2=N1)N1C(C2=NC=CC=C2C1=O)OC(=O)N1CCN(CC1)C (6-(7-Methyl-1,8-naphthyridin-2-yl)-7-(4-methylpiperazin-1-yl)carbonyloxy-5-oxo-pyrrolo[3,4-b]pyridine). Reaction SMILES: [CH3:1][C:2]1[N:11]=[C:10]2[C:5]([CH:6]=[CH:7][C:8]([N:12]3[C:20](=[O:21])[C:19]4[C:14](=[N:15][CH:16]=[CH:17][CH:18]=4)[CH:13]3[OH:22])=[N:9]2)=[CH:4][CH:3]=1.[H-].[Na+].Cl[N:26]1[CH2:31][CH2:30][N:29]([CH3:32])[CH2:28][C:27]1=C=O.[O:35]1CCC[CH2:36]1>>[CH3:1][C:2]1[N:11]=[C:10]2[C:5]([CH:6]=[CH:7][C:8]([N:12]3[C:20](=[O:21])[C:19]4[C:14](=[N:15][CH:16]=[CH:17][CH:18]=4)[CH:13]3[O:22][C:36]([N:26]3[CH2:27][CH2:28][N:29]([CH3:32])[CH2:30][CH2:31]3)=[O:35])=[N:9]2)=[CH:4][CH:3]=1 |f:1.2|. Reported procedure: Following the procedure of Example 9 but starting with a suspension of 6-(7-methyl-1,8-naphthyridin-2-yl)-7-hydroxy-5-oxo-pyrrolo[3,4-b]pyridine (2.7 g.) in anhydrous tetrahydrofuran (27 cc.), sodium hydride (50% dispersion in mineral oil) (0.885 g.) and 1chloro-carbonyl-4-methylpiperazine (3 g.) dissolved in anhydrous tetrahydrofuran (30 cc.), a reaction mixture is obtained which is poured into ice-water (210 cc.). The mixture is extracted with methylene chloride (3 × 400 cc.). The combined ext... The reactants are FC(C(=O)O)(F)F (trifluoroacetic acid), CN(C(=O)[C@H]1N(C[C@@H](C1)F)C(=O)OC(C)(C)C)C (tert-butyl(2S,4R)-2-[(dimethylamino)carbonyl]-4-fluoropyrrolidine-1-carboxylate). The solvent is C(Cl)(Cl)Cl (chloroform). Conditions: time 3 hour. Yields the product FC(C(=O)O)(F)F.F[C@@H]1C[C@H](NC1)C(=O)N(C)C ((4R)-4-fluoro-N,N-dimethyl-L-prolinamide trifluoroacetate). As a reaction SMILES: [F:1][C:2]([F:7])([F:6])[C:3]([OH:5])=[O:4].[CH3:8][N:9]([CH3:25])[C:10]([C@@H:12]1[CH2:16][C@@H:15]([F:17])[CH2:14][N:13]1C(OC(C)(C)C)=O)=[O:11]>C(Cl)(Cl)Cl>[F:1][C:2]([F:7])([F:6])[C:3]([OH:5])=[O:4].[F:17][C@H:15]1[CH2:14][NH:13][C@H:12]([C:10]([N:9]([CH3:25])[CH3:8])=[O:11])[CH2:16]1 |f:3.4|. Procedure details: 10.5 mL of trifluoroacetic acid was added under ice cooling to a 25 mL chloroform solution of 3.50 g of the compound obtained in step 1-2b, after which the reaction mixture was stirred for 3 hours at room temperature. The solvent was then distilled off under reduced pressure, which gave 7.27 g of residue (yellow oily substance). This compound was used in the following reaction without being purified. Starting materials: FC1=CC=C(C#N)C=C1 (4-Fluorobenzonitrile), N1N=NC=C1 (1H-[1,2,3]triazole), C(=O)([O-])[O-].[Cs+].[Cs+] (Cs2CO3). Solvent: CN(C)C=O (DMF). Conditions: temperature 80 celsius, time 3 hour. Yields the product N1(N=NC=C1)C1=CC=C(C#N)C=C1 (4-[1,2,3]Triazol-1-yl-benzonitrile). As a reaction SMILES: F[C:2]1[CH:9]=[CH:8][C:5]([C:6]#[N:7])=[CH:4][CH:3]=1.[NH:10]1[CH:14]=[CH:13][N:12]=[N:11]1.C([O-])([O-])=O.[Cs+].[Cs+]>CN(C=O)C>[N:10]1([C:2]2[CH:9]=[CH:8][C:5]([C:6]#[N:7])=[CH:4][CH:3]=2)[CH:14]=[CH:13][N:12]=[N:11]1 |f:2.3.4|. Procedure: 4-Fluorobenzonitrile (0.847 g, 7 mmol), 1H-[1,2,3]triazole (0.483 g, 7 mmol), Cs2CO3 (2.27 g, 7 mmol) and DMF (8 ml) and a magnetic stirrer were placed in a vial. The mixture was heated with stirring for 3 h at 80° C. Extractive work-up (EtOAc/H2O) and subsequent drying (Na2SO4) gave a crude product which was purified on silica giving 0.55 g (46%) of the title intermediate. The reactants are COC(=O)C1C(N[C@@H](CSCCCCCCC1)C(=O)OC)=O (Methyl (3R)-6-methoxycarbonyl-5-oxo-1-thia-4-azacyclotridecane-3-carboxylate), [OH-].[Na+] (sodium hydroxide). Run in CO (methanol). Run at time 4 hour. Product: C(=O)(O)C1C(N[C@@H](CSCCCCCCC1)C(=O)O)=O ((3R)-6-carboxy-5-oxo-1-thia-4-azacyclotridecane-3-carboxylic acid). RXN SMILES: C[O:2][C:3]([CH:5]1[CH2:17][CH2:16][CH2:15][CH2:14][CH2:13][CH2:12][CH2:11][S:10][CH2:9][C@@H:8]([C:18]([O:20]C)=[O:19])[NH:7][C:6]1=[O:22])=[O:4].[OH-].[Na+]>CO>[C:3]([CH:5]1[CH2:17][CH2:16][CH2:15][CH2:14][CH2:13][CH2:12][CH2:11][S:10][CH2:9][C@@H:8]([C:18]([OH:20])=[O:19])[NH:7][C:6]1=[O:22])([OH:4])=[O:2] |f:1.2|. Procedure: Methyl (3R)-6-methoxycarbonyl-5-oxo-1-thia-4-azacyclotridecane-3-carboxylate (2.39 g, 7.21 mmol) is suspended in methanol (75 ml) and 1N sodium hydroxide (22.0 ml, 22.0 mmol) is added. The mixture is stirred for 4 hours at room temperature. The solvent is evaporated and the residue is dissolved in water (150 ml). The aqueous solution is adjusted to pH 1 by addition of 1 N hydrochloric acid and extracted with ethyl acetate (3×100 ml). The combined extracts are washed with brine (1×100 ml), dried ... Reactants: O=C1N(CCC1)CC(=O)OCC (ethyl 2-oxo-1-pyrrolidineacetate), C(C)N(CCN)CC (2-(diethylamino)ethylamine). The product is C(C)N(CCNC(CN1C(CCC1)=O)=O)CC (N-[2-(diethylamino)ethyl]-2-oxo-1-pyrrolidineacetamide). Reaction SMILES: [O:1]=[C:2]1[CH2:6][CH2:5][CH2:4][N:3]1[CH2:7][C:8]([O:10]CC)=O.[CH2:13]([N:15]([CH2:19][CH3:20])[CH2:16][CH2:17][NH2:18])[CH3:14]>>[CH2:13]([N:15]([CH2:19][CH3:20])[CH2:16][CH2:17][NH:18][C:8](=[O:10])[CH2:7][N:3]1[CH2:4][CH2:5][CH2:6][C:2]1=[O:1])[CH3:14]. Reported procedure: From 12.8 g. of ethyl 2-oxo-1-pyrrolidineacetate and 17.4 g. of 2-(diethylamino)ethylamine [J.A.C.S. 68, 2006 (1946)], following the procedure of Example 1, there is obtained N-[2-(diethylamino)ethyl]-2-oxo-1-pyrrolidineacetamide; b.p. 157° C./0.1 mm.